Dataset: the Open Reaction Database (ORD), a public repository of structured organic reaction records. Task: describe an organic reaction: reactants, conditions, products, and yield The reactants are C(C)(C)(C)OC(=O)N1[C@@H](C[C@H](C1)O[Si](C)(C)C(C)(C)C)C=CC(=O)O (3-((2S,4R)-1-(tert-butoxycarbonyl)-4-{[tert-butyl(dimethyl)silyl]oxy}-pyrrolidin-2-yl)acrylic acid), ICC (iodoethane), C(=O)([O-])[O-].[K+].[K+] (K2CO3). Run in CN(C)C=O (DMF). Reaction conditions: time 4 hour. The product is [Si](C)(C)(C(C)(C)C)O[C@@H]1C[C@H](N(C1)C(=O)OC(C)(C)C)\C=C\C(=O)OCC (tert-butyl (2S,4R)-4-{[tert-butyl(dimethyl)silyl]oxy}-2-[(1E)-3-ethoxy-3-oxoprop-1-en-1-yl]pyrrolidine-1-carboxylate). The yield is 81.9%. RXN SMILES: [C:1]([O:5][C:6]([N:8]1[CH2:12][C@H:11]([O:13][Si:14]([C:17]([CH3:20])([CH3:19])[CH3:18])([CH3:16])[CH3:15])[CH2:10][C@H:9]1[CH:21]=[CH:22][C:23]([OH:25])=[O:24])=[O:7])([CH3:4])([CH3:3])[CH3:2].I[CH2:27][CH3:28].C([O-])([O-])=O.[K+].[K+]>CN(C=O)C>[Si:14]([O:13][C@H:11]1[CH2:12][N:8]([C:6]([O:5][C:1]([CH3:4])([CH3:2])[CH3:3])=[O:7])[C@H:9](/[CH:21]=[CH:22]/[C:23]([O:25][CH2:27][CH3:28])=[O:24])[CH2:10]1)([C:17]([CH3:18])([CH3:19])[CH3:20])([CH3:15])[CH3:16] |f:2.3.4|. Procedure details: To a solution of 3-((2S,4R)-1-(tert-butoxycarbonyl)-4-{[tert-butyl(dimethyl)silyl]oxy}-pyrrolidin-2-yl)acrylic acid (40 g, 0.107 mol) in dry DMF (250 ml) was added iodoethane (17.3 ml, 0.23 mol), followed by K2CO3 (29 g, 0.22 mol). After stirring at RT for 4 h, K2CO3 was filtered off and solvent removed under vacuum. The residue was taken in dichloromethane, washed with brine and dried. The solvent was removed under vacuum to give tert-butyl (2S,4R)-4-{[tert-butyl(dimethyl)silyl]oxy}-2-[(1E)-3-e... Reactants: Cl (hydrochloric acid), C([O-])(O)=O.[Na+] (sodium bicarbonate), BrCCCCBr (1,4-dibromobutane), NC1=CC(=C(CN2C(C(C3=CC(=CC=C23)Cl)(C)C2=C(C=CC=C2)Cl)=O)C=C1)OC (1-(4-Amino-2-methoxybenzyl)-5-chloro-3-(2-chlorophenyl)-3-methylindolin-2-one), Cl (HCl). Solvent: C(C)OCC (diethyl ether), CN(P(=O)(N(C)C)N(C)C)C (hexamethyl-phosphoramide). Reaction conditions: temperature 115 celsius. Yields the product ClC=1C=C2C(C(N(C2=CC1)CC1=C(C=C(C=C1)N1CCCC1)OC)=O)(C)C1=C(C=CC=C1)Cl (5-Chloro-3-(2-chlorophenyl)-1-(2-methoxy-4-pyrrolidin-1-ylbenzyl)-3-methylindolin-2-one). RXN SMILES: C(=O)(O)[O-].[Na+].Br[CH2:7][CH2:8][CH2:9][CH2:10]Br.[NH2:12][C:13]1[CH:38]=[CH:37][C:16]([CH2:17][N:18]2[C:26]3[C:21](=[CH:22][C:23]([Cl:27])=[CH:24][CH:25]=3)[C:20]([C:29]3[CH:34]=[CH:33][CH:32]=[CH:31][C:30]=3[Cl:35])([CH3:28])[C:19]2=[O:36])=[C:15]([O:39][CH3:40])[CH:14]=1.Cl>CN(C)P(N(C)C)(N(C)C)=O.C(OCC)C>[Cl:27][C:23]1[CH:22]=[C:21]2[C:26](=[CH:25][CH:24]=1)[N:18]([CH2:17][C:16]1[CH:37]=[CH:38][C:13]([N:12]3[CH2:10][CH2:9][CH2:8][CH2:7]3)=[CH:14][C:15]=1[O:39][CH3:40])[C:19](=[O:36])[C:20]2([C:29]1[CH:34]=[CH:33][CH:32]=[CH:31][C:30]=1[Cl:35])[CH3:28] |f:0.1|. Procedure details: 0.4 g of sodium bicarbonate powder and 0.14 ml of 1,4-dibromobutane are added to 0.5 g of the compound of Example 48 in 50 ml of hexamethyl-phosphoramide. The reaction mixture is heated at 115° C. for 10 hours. The reaction mixture is hydrolysed at room temperature and extracted with ethyl acetate. The organic phase is washed several times with water and dried over anhydrous sodium sulphate and then the solvents are evaporated under reduced pressure. The residue obtained is purified by chromatog... Starting materials: [Br-], Br, CC(=O)[O-], CO, [K+], [Na+], c1cn2ccnc2cn1. Product: Brc1cnc2cnccn12. As a reaction SMILES: [Br-:16].[Br:17].[CH3:11][C:12](=[O:13])[O-:14].[CH3:18][OH:19].[K+:15].[Na+:10].[cH:1]1[cH:2][n:3]2[cH:4][cH:5][n:6][c:7]2[cH:8][n:9]1>>[cH:1]1[cH:2][n:3]2[c:4]([Br:16])[cH:5][n:6][c:7]2[cH:8][n:9]1. Starting materials: [Si](C)(C)(C(C)(C)C)OC1=CC=C(C=C1)C1(CNC(C1)=O)CCO (2-[3-[4-(tert-butyldimethylsilyloxy)-phenyl]-5-oxo-pyrrolidin-3-yl]-ethanol), COC=1C=C(C(=O)Cl)C=C(C1OC)OC (3,4,5-trimethoxy-benzoyl chloride). Product: [Si](C)(C)(C(C)(C)C)OC1=CC=C(C=C1)C1(CN(CC1)C(C1=CC(=C(C(=C1)OC)OC)OC)=O)CCO (2-[3-[4-(tert-butyldimethylsilyloxy)-phenyl]-1-(3,4,5-trimethoxy-benzoyl)-pyrrolidin-3-yl]-ethanol). As a reaction SMILES: [Si:1]([O:8][C:9]1[CH:14]=[CH:13][C:12]([C:15]2([CH2:21][CH2:22][OH:23])[CH2:19][C:18](=O)[NH:17][CH2:16]2)=[CH:11][CH:10]=1)([C:4]([CH3:7])([CH3:6])[CH3:5])([CH3:3])[CH3:2].[CH3:24][O:25][C:26]1[CH:27]=[C:28]([CH:32]=[C:33]([O:37][CH3:38])[C:34]=1[O:35][CH3:36])[C:29](Cl)=[O:30]>>[Si:1]([O:8][C:9]1[CH:10]=[CH:11][C:12]([C:15]2([CH2:21][CH2:22][OH:23])[CH2:19][CH2:18][N:17]([C:29](=[O:30])[C:28]3[CH:27]=[C:26]([O:25][CH3:24])[C:34]([O:35][CH3:36])=[C:33]([O:37][CH3:38])[CH:32]=3)[CH2:16]2)=[CH:13][CH:14]=1)([C:4]([CH3:7])([CH3:6])[CH3:5])([CH3:3])[CH3:2]. Reported procedure: Prepare by the method of example 3.1 using 2-[3-[4-(tert-butyldimethylsilyloxy)-phenyl]-5-oxo-pyrrolidin-3-yl]-ethanol (23 mmol) and 3,4,5-trimethoxy-benzoyl chloride (23 mmol). Chromatograph on silica gel to give the title compound.